Dataset: the Open Reaction Database (ORD), a public repository of structured organic reaction records. Task: describe an organic reaction: reactants, conditions, products, and yield The reactants are COC1=C(C=CC=C1)C=1OC(=C(N1)C(F)(F)F)C(=O)O (2-(2-methoxy-phenyl)-4-trifluoromethyl-oxazole-5-carboxylic acid), COCCN(C1=NC=C(C=N1)N)C (N-(2-methoxy-ethyl)-N-methyl-pyrimidine-2,5-diamine). Yields the product COCCN(C1=NC=C(C=N1)NC(=O)C1=C(N=C(O1)C1=C(C=CC=C1)OC)C(F)(F)F)C (2-(2-methoxy-phenyl)-4-trifluoromethyl-oxazole-5-carboxylic acid {2-[(2-methoxy-ethyl)-methyl-amino]-pyrimidin-5-yl}-amide). RXN SMILES: [CH3:1][O:2][C:3]1[CH:8]=[CH:7][CH:6]=[CH:5][C:4]=1[C:9]1[O:10][C:11]([C:18]([OH:20])=O)=[C:12]([C:14]([F:17])([F:16])[F:15])[N:13]=1.[CH3:21][O:22][CH2:23][CH2:24][N:25]([CH3:33])[C:26]1[N:31]=[CH:30][C:29]([NH2:32])=[CH:28][N:27]=1>>[CH3:21][O:22][CH2:23][CH2:24][N:25]([CH3:33])[C:26]1[N:27]=[CH:28][C:29]([NH:32][C:18]([C:11]2[O:10][C:9]([C:4]3[CH:5]=[CH:6][CH:7]=[CH:8][C:3]=3[O:2][CH3:1])=[N:13][C:12]=2[C:14]([F:15])([F:16])[F:17])=[O:20])=[CH:30][N:31]=1. Procedure: With a procedure similar to example 1 above, 2-(2-methoxy-phenyl)-4-trifluoromethyl-oxazole-5-carboxylic acid {2-[(2-methoxy-ethyl)-methyl-amino]-pyrimidin-5-yl}-amide was prepared from 2-(2-methoxy-phenyl)-4-trifluoromethyl-oxazole-5-carboxylic acid and N-(2-methoxy-ethyl)-N-methyl-pyrimidine-2,5-diamine. LCMS calcd for C20H20F3N5O4 (m/e) 451, obsd 452 (M+H). Reaction conditions: temperature 50 celsius, time 8 hour. Product: ClC=1C=CC(=C(NC2=CC=CC=C2)C1)[N+](=O)[O-] (5-chloro-2-nitro-N-phenylaniline). Solvent: CS(=O)C (dimethyl sulfoxide). The reactants are O (water), ClC1=CC(=C(C=C1)[N+](=O)[O-])F (4-chloro-2-fluoronitrobenzene), NC1=CC=CC=C1 (aniline), C([O-])([O-])=O.[K+].[K+] (potassium carbonate). As a reaction SMILES: [Cl:1][C:2]1[CH:7]=[CH:6][C:5]([N+:8]([O-:10])=[O:9])=[C:4](F)[CH:3]=1.[NH2:12][C:13]1[CH:18]=[CH:17][CH:16]=[CH:15][CH:14]=1.C(=O)([O-])[O-].[K+].[K+].O>CS(C)=O>[Cl:1][C:2]1[CH:7]=[CH:6][C:5]([N+:8]([O-:10])=[O:9])=[C:4]([CH:3]=1)[NH:12][C:13]1[CH:18]=[CH:17][CH:16]=[CH:15][CH:14]=1 |f:2.3.4|. Reported procedure: 4-chloro-2-fluoronitrobenzene (250 mg), aniline (0.40 mL) and potassium carbonate (500 mg) were dissolved in dimethyl sulfoxide (1.5 mL) and stirred at 50° C. overnight. The mixture was added with water, extracted with ethyl acetate, and the organic layer was washed with saturated brine, and the water was removed with sodium sulfate. The reaction solution was removed of the solvent by distillation under reduced pressure, and the subsequent reaction was proceeded without further purification of t... Reactants: [BH4-].[Na+] (sodium borohydride), C(C)(=O)O[C@H]1[C@@H]([C@H]2C[C@@H](O[C@H]2C1)CCCCC(=O)OC)\C=C\C(CCC=C(C)C)=O ((1S,5R,6R,7R,3S)-7-acetoxy-6-[(1E)-7-methyl-3-oxo-1,6-octadienyl]-3-(4-methoxycarbonyl-1-butyl)-2-oxabicyclo[3,3,0]octane), CO (methanol). Solvent: C1CCOC1 (THF). Reaction conditions: time 1 hour. The product is C(C)(=O)O[C@H]1[C@@H]([C@H]2C[C@@H](O[C@H]2C1)CCCCC(=O)OC)\C=C\[C@H](CCC=C(C)C)O ((1S,5R,6R,7R,3S)-7-Acetoxy-6-[(1E)-(3S)-3-hydroxy-7-methyl-1,6-octadienyl]-3-(4-methoxycarbonyl-1-butyl)-2-oxabicyclo[3,3,0]octane). RXN SMILES: [BH4-].[Na+].[C:3]([O:6][C@@H:7]1[CH2:14][C@H:13]2[C@H:9]([CH2:10][C@H:11]([CH2:15][CH2:16][CH2:17][CH2:18][C:19]([O:21][CH3:22])=[O:20])[O:12]2)[C@H:8]1/[CH:23]=[CH:24]/[C:25](=[O:32])[CH2:26][CH2:27][CH:28]=[C:29]([CH3:31])[CH3:30])(=[O:5])[CH3:4].CO>C1COCC1>[C:3]([O:6][C@@H:7]1[CH2:14][C@H:13]2[C@H:9]([CH2:10][C@H:11]([CH2:15][CH2:16][CH2:17][CH2:18][C:19]([O:21][CH3:22])=[O:20])[O:12]2)[C@H:8]1/[CH:23]=[CH:24]/[C@@H:25]([OH:32])[CH2:26][CH2:27][CH:28]=[C:29]([CH3:31])[CH3:30])(=[O:5])[CH3:4] |f:0.1|. Procedure: At -40°, 230 mg. of sodium borohydride is added in incremental portions to a solution of 470 mg. of (1S,5R,6R,7R,3S)-7-acetoxy-6-[(1E)-7-methyl-3-oxo-1,6-octadienyl]-3-(4-methoxycarbonyl-1-butyl)-2-oxabicyclo[3,3,0]octane in 14 ml. of methanol and 4 ml. of THF. The mixture is stirred for 1 hour at -40° and then combined with 0.6 ml. of glacial acetic acid, concentrated under vacuum, combined with methylene chloride, the organic extract shaken in 4% sodium bicarbonate solution, washed neutral wit... Starting materials: ClC1=C(C(=O)Cl)C=CC=C1C(F)(F)F (2-Chloro-3-(trifluoromethyl)benzoyl chloride), ClC1=C(C(=O)O)C=CC(=C1)Cl (2,4-dichlorobenzoic acid), ClC1=C(C(=O)O)C=CC=C1C(F)(F)F (2-chloro-3-(trifluoromethyl)benzoic acid). Product: ClC1=C(C(=O)Cl)C=CC(=C1)Cl (2,4-dichlorobenzoyl chloride). As a reaction SMILES: [Cl:1][C:2]1[C:10](C(F)(F)F)=[CH:9][CH:8]=[CH:7][C:3]=1[C:4]([Cl:6])=[O:5].[Cl:15]C1C=C(Cl)C=CC=1C(O)=O.ClC1C(C(F)(F)F)=CC=CC=1C(O)=O>>[Cl:1][C:2]1[CH:10]=[C:9]([Cl:15])[CH:8]=[CH:7][C:3]=1[C:4]([Cl:6])=[O:5]. Procedure: The title compound was prepared in a manner analogous to Intermediate 12 substituting 2,4-dichlorobenzoic acid for 2-chloro-3-(trifluoromethyl)benzoic acid. Starting materials: ClC=1C=C(C=CC1OCC1=CC(=CC=C1)F)NC=1C2=C(N=CN1)C=CN2CCCCl (N-{3-chloro-4-[(3-fluorobenzyl)oxy]phenyl}-5-(3-chloropropyl)-5H-pyrrolo[3,2-d]pyrimidin-4-amine), CNCCO (2-methylaminoethanol). The solvent is CN(C=O)C (N,N-dimethylformamide). Reaction conditions: time 64 hour. The product is Cl.Cl.ClC=1C=C(C=CC1OCC1=CC(=CC=C1)F)NC=1C2=C(N=CN1)C=CN2CCCN(CCO)C (2-[{3-[4-({3-chloro-4-[(3-fluorobenzyl)oxy]phenyl}amino)-5H-pyrrolo[3,2-d]pyrimidin-5-yl]propyl}(methyl)amino]ethanol dihydrochloride). Yield: 197.9%. Reaction SMILES: [Cl:1][C:2]1[CH:3]=[C:4]([NH:17][C:18]2[C:19]3[N:26]([CH2:27][CH2:28][CH2:29]Cl)[CH:25]=[CH:24][C:20]=3[N:21]=[CH:22][N:23]=2)[CH:5]=[CH:6][C:7]=1[O:8][CH2:9][C:10]1[CH:15]=[CH:14][CH:13]=[C:12]([F:16])[CH:11]=1.[CH3:31][NH:32][CH2:33][CH2:34][OH:35]>CN(C)C=O>[ClH:1].[ClH:1].[Cl:1][C:2]1[CH:3]=[C:4]([NH:17][C:18]2[C:19]3[N:26]([CH2:27][CH2:28][CH2:29][N:32]([CH3:31])[CH2:33][CH2:34][OH:35])[CH:25]=[CH:24][C:20]=3[N:21]=[CH:22][N:23]=2)[CH:5]=[CH:6][C:7]=1[O:8][CH2:9][C:10]1[CH:15]=[CH:14][CH:13]=[C:12]([F:16])[CH:11]=1 |f:3.4.5|. Procedure details: A mixture of N-{3-chloro-4-[(3-fluorobenzyl)oxy]phenyl}-5-(3-chloropropyl)-5H-pyrrolo[3,2-d]pyrimidin-4-amine (634 mg), 2-methylaminoethanol (534 mg) and N,N-dimethylformamide (5 mL) was stirred at room temperature for 64 hrs. After concentration under reduced pressure, saturated aqueous sodium hydrogen carbonate (10 mL) was added to the residue, and the mixture was extracted with ethyl acetate (55 mL×2). The organic layer was dried over anhydrous magnesium sulfate and concentrated under reduced... Starting materials: CCO, Cl, CC(C)CN(CC(O)C(N)Cc1ccccc1)S(=O)(=O)c1ccc([N+](=O)[O-])cc1, OC1CCOC1. Product: CC(C)CN(CC(O)C(Cc1ccccc1)NC(=O)OC1CCOC1)S(=O)(=O)c1ccc([N+](=O)[O-])cc1. RXN SMILES: [CH3:37][CH2:38][OH:39].[ClH:7].[NH2:8][CH:9]([CH:10]([CH2:11][N:12]([S:13](=[O:14])(=[O:15])[c:16]1[cH:17][cH:18][c:19]([N+:22](=[O:23])[O-:24])[cH:20][cH:21]1)[CH2:25][CH:26]([CH3:27])[CH3:28])[OH:29])[CH2:30][c:31]1[cH:32][cH:33][cH:34][cH:35][cH:36]1.[OH:1][CH:2]1[CH2:3][O:4][CH2:5][CH2:6]1>>[O:1]([CH:2]1[CH2:3][O:4][CH2:5][CH2:6]1)[C:38]([NH:8][CH:9]([CH:10]([CH2:11][N:12]([S:13](=[O:14])(=[O:15])[c:16]1[cH:17][cH:18][c:19]([N+:22](=[O:23])[O-:24])[cH:20][cH:21]1)[CH2:25][CH:26]([CH3:27])[CH3:28])[OH:29])[CH2:30][c:31]1[cH:32][cH:33][cH:34][cH:35][cH:36]1)=[O:39]. Reactants: NC(Cc1ccccc1)C(=O)O, O=C(O)C1CNc2ccc(O)cc2C1. Product: O=C(O)C1CNc2ccccc2C1. Reaction SMILES: [NH2:15][CH:16]([C:17](=[O:18])[OH:19])[CH2:20][c:21]1[cH:22][cH:23][cH:24][cH:25][cH:26]1.[OH:1][c:2]1[cH:3][c:4]2[c:9]([cH:10][cH:11]1)[NH:8][CH2:7][CH:6]([C:12](=[O:13])[OH:14])[CH2:5]2>>[cH:2]1[cH:3][c:4]2[c:9]([cH:10][cH:11]1)[NH:8][CH2:7][CH:6]([C:12](=[O:13])[OH:14])[CH2:5]2. Starting materials: Cl.[N+](=O)([O-])C1=CC=C(OC(=O)OCC2=CN=CS2)C=C1 (5-(p-Nitrophenoxycarbonyloxymethyl)thiazole hydrochloride), C([O-])([O-])=O.[K+].[K+] (potassium carbonate). Run in C(C)(=O)OCC (ethyl acetate). Conditions: time 15 minute. Product: [N+](=O)([O-])C1=CC=C(OC(=O)OCC2=CN=CS2)C=C1 (5-(p-Nitrophenoxycarbonyloxymethyl)thiazole). Isolated yield 93.8%. RXN SMILES: Cl.[N+:2]([C:5]1[CH:20]=[CH:19][C:8]([O:9][C:10]([O:12][CH2:13][C:14]2[S:18][CH:17]=[N:16][CH:15]=2)=[O:11])=[CH:7][CH:6]=1)([O-:4])=[O:3].C(=O)([O-])[O-].[K+].[K+]>C(OCC)(=O)C>[N+:2]([C:5]1[CH:6]=[CH:7][C:8]([O:9][C:10]([O:12][CH2:13][C:14]2[S:18][CH:17]=[N:16][CH:15]=2)=[O:11])=[CH:19][CH:20]=1)([O-:4])=[O:3] |f:0.1,2.3.4|. Procedure details: 5-(p-Nitrophenoxycarbonyloxymethyl)thiazole hydrochloride (3.0 g) was slurried in ethyl acetate (30 mL) and cooled to 10°-15° C. A solution of 5% aqueous potassium carbonate (30 mL) was added with rapid stirring. After 15 minutes, stirring was stopped and the aqueous layer was separated. The organic layer was dried with Na2SO4 (3 g), filtered, and solvent was distilled under vacuum to give 2.49 g of the title compound as a brown syrup which slowly solidified, mp. 62°-64° C. 1H NMR (CDCl3) δ8.90 ... Starting materials: CCOC(C)=O, C=C(C(=O)OC)c1cc(OC)c(CC)c(OC)c1, CCOC(=O)CCNC, CCCCCC, CCCCCC. The product is CCOC(=O)CCN(C)CC(C(=O)OC)c1cc(OC)c(CC)c(OC)c1. As a reaction SMILES: [C:34]([O:35][CH2:36][CH3:37])(=[O:38])[CH3:39].[CH2:1]([CH3:2])[c:3]1[c:4]([O:17][CH3:18])[cH:5][c:6]([C:11]([C:12](=[O:13])[O:14][CH3:15])=[CH2:16])[cH:7][c:8]1[O:9][CH3:10].[CH3:19][NH:20][CH2:21][CH2:22][C:23](=[O:24])[O:25][CH2:26][CH3:27].[CH3:28][CH2:29][CH2:30][CH2:31][CH2:32][CH3:33].[CH3:40][CH2:41][CH2:42][CH2:43][CH2:44][CH3:45]>>[CH2:1]([CH3:2])[c:3]1[c:4]([O:17][CH3:18])[cH:5][c:6]([CH:11]([C:12](=[O:13])[O:14][CH3:15])[CH2:16][N:20]([CH3:19])[CH2:21][CH2:22][C:23](=[O:24])[O:25][CH2:26][CH3:27])[cH:7][c:8]1[O:9][CH3:10]. Starting materials: CN1CCC(CC1)N1CCNCC1 (1-(1-methyl-piperidin-4-yl)-piperazin), C(=O)(O)[O-].[Na+] (NaHCO3), O=C1NC2=C(CCN1C1CCN(CC1)C(=O)O[C@H](CC1=CC(=C(C=C1)CC)CC)C(=O)O)C=CC=C2 ((R)-1-carboxy-2-(3,4-diethyl-phenyl)-ethyl 4-(2-oxo-1,2,4,5-tetrahydro-1,3-benzodiazepin-3-yl)-piperidine-1-carboxylate), CN(C)C(=[N+](C)C)ON1C2=C(C=CC=C2)N=N1.[B-](F)(F)(F)F (TBTU), C(C)N(C(C)C)C(C)C (ethyldiisopropylamine). Run in CN(C)C=O (DMF), C1CCOC1 (THF). Run at time 1 hour. Yields the product O=C1NC2=C(CCN1C1CCN(CC1)C(=O)O[C@@H](C(=O)N1CCN(CC1)C1CCN(CC1)C)CC1=CC(=C(C=C1)CC)CC)C=CC=C2 ((R)-1-(3,4-diethyl-benzyl)-2-[4-(1-methyl-piperidin-4-yl)-piperazin-1-yl]-2-oxo-ethyl 4-(2-oxo-1,2,4,5-tetrahydro-1,3-benzodiazepin-3-yl)-piperidine-1-carboxylate). As a reaction SMILES: [O:1]=[C:2]1[N:8]([CH:9]2[CH2:14][CH2:13][N:12]([C:15]([O:17][C@@H:18]([C:30]([OH:32])=O)[CH2:19][C:20]3[CH:25]=[CH:24][C:23]([CH2:26][CH3:27])=[C:22]([CH2:28][CH3:29])[CH:21]=3)=[O:16])[CH2:11][CH2:10]2)[CH2:7][CH2:6][C:5]2[CH:33]=[CH:34][CH:35]=[CH:36][C:4]=2[NH:3]1.CN(C(ON1N=NC2C=CC=CC1=2)=[N+](C)C)C.[B-](F)(F)(F)F.C(N(C(C)C)C(C)C)C.[CH3:68][N:69]1[CH2:74][CH2:73][CH:72]([N:75]2[CH2:80][CH2:79][NH:78][CH2:77][CH2:76]2)[CH2:71][CH2:70]1.C([O-])(O)=O.[Na+]>CN(C=O)C.C1COCC1>[O:1]=[C:2]1[N:8]([CH:9]2[CH2:10][CH2:11][N:12]([C:15]([O:17][C@H:18]([CH2:19][C:20]3[CH:25]=[CH:24][C:23]([CH2:26][CH3:27])=[C:22]([CH2:28][CH3:29])[CH:21]=3)[C:30]([N:78]3[CH2:77][CH2:76][N:75]([CH:72]4[CH2:73][CH2:74][N:69]([CH3:68])[CH2:70][CH2:71]4)[CH2:80][CH2:79]3)=[O:32])=[O:16])[CH2:13][CH2:14]2)[CH2:7][CH2:6][C:5]2[CH:33]=[CH:34][CH:35]=[CH:36][C:4]=2[NH:3]1 |f:1.2,5.6|. Reported procedure: A mixture of 150 mg (0.30 mmol) (R)-1-carboxy-2-(3,4-diethyl-phenyl)-ethyl 4-(2-oxo-1,2,4,5-tetrahydro-1,3-benzodiazepin-3-yl)-piperidine-1-carboxylate, 98 mg (0.30 mmol) TBTU, 0.2 mL (1.1 mmol) ethyldiisopropylamine and 15 mL THF as well as 3 mL DMF was stirred for 1 h at RT, then combined with 56 mg (0.30 mmol) 1-(1-methyl-piperidin-4-yl)-piperazin and stirred for 2 h. The reaction mixture was combined with 30 mL of a semisaturated NaHCO3 solution and extracted with 30 mL EtOAc. The organic ph...